Dataset: the Open Reaction Database (ORD), a public repository of structured organic reaction records. Task: describe an organic reaction: reactants, conditions, products, and yield Reactants: COC(CCCCCOC1=CC(=C(C=C1)N)NC1=CC=CC=C1)=O (6-(3-phenylamino-4-aminophenyl)oxyhexanoic acid methyl ester), NC(=O)N (urea). Solvent: O (water). Run at temperature 140 celsius. The product is COC(CCCCCOC=1C=CC2=C(N(C(N2)=O)C2=CC=CC=C2)C1)=O (6-[[1-Phenyl-2-oxo-2,3-dihydro-1H-benzoimidazol-6-yl]oxy]hexanoic acid methyl ester). RXN SMILES: [CH3:1][O:2][C:3](=[O:24])[CH2:4][CH2:5][CH2:6][CH2:7][CH2:8][O:9][C:10]1[CH:15]=[CH:14][C:13]([NH2:16])=[C:12]([NH:17][C:18]2[CH:23]=[CH:22][CH:21]=[CH:20][CH:19]=2)[CH:11]=1.N[C:26](N)=[O:27]>O>[CH3:1][O:2][C:3](=[O:24])[CH2:4][CH2:5][CH2:6][CH2:7][CH2:8][O:9][C:10]1[CH:15]=[CH:14][C:13]2[NH:16][C:26](=[O:27])[N:17]([C:18]3[CH:19]=[CH:20][CH:21]=[CH:22][CH:23]=3)[C:12]=2[CH:11]=1. Reported procedure: 7.5 g of 6-(3-phenylamino-4-aminophenyl)oxyhexanoic acid methyl ester was mixed with 8.23 g of urea, and the mixture was heated to 140° C. for 4 hours. After cooling, it was mixed with water, extracted three times with ethyl acetate, the combined organic phases were washed with saturated sodium chloride solution, dried on sodium sulfate and concentrated by evaporation in a vacuum. The residue was crystallized from diisopropyl ether. 4.27 g was obtained. The reactants are CCOC(=O)C (EtOAc), FC(C(=O)O)(F)F.NC1C(CC2=CC=CC=C12)NC(=O)C=1NC2=CC=C(C=C2C1)Cl (N-[1-Amino-2,3-dihydro-1H-inden-2-yl]-5-chloro-1H-indole-2-carboxamide trifluoroacetic acid salt), CCN(C(C)C)C(C)C (DIPEA), BrCC#N (bromoacetonitrile). Run in C(C)#N (acetonitrile). Yields the product ClC=1C=C2C=C(NC2=CC1)C(=O)NC1C(C2=CC=CC=C2C1)NCC#N (rac-5-Chloro-N-{1-[(cyanomethyl)amino]-2,3-dihydro-1H-inden-2-yl}-1H-indole-2-carboxamide). Isolated yield 60.3%. As a reaction SMILES: FC(F)(F)C(O)=O.[NH2:8][CH:9]1[C:17]2[C:12](=[CH:13][CH:14]=[CH:15][CH:16]=2)[CH2:11][CH:10]1[NH:18][C:19]([C:21]1[NH:22][C:23]2[C:28]([CH:29]=1)=[CH:27][C:26]([Cl:30])=[CH:25][CH:24]=2)=[O:20].[CH3:31][CH2:32][N:33](C(C)C)C(C)C.BrCC#N.CCOC(C)=O>C(#N)C>[Cl:30][C:26]1[CH:27]=[C:28]2[C:23](=[CH:24][CH:25]=1)[NH:22][C:21]([C:19]([NH:18][CH:10]1[CH2:11][C:12]3[C:17](=[CH:16][CH:15]=[CH:14][CH:13]=3)[CH:9]1[NH:8][CH2:31][C:32]#[N:33])=[O:20])=[CH:29]2 |f:0.1|. Reported procedure: N-[1-Amino-2,3-dihydro-1H-inden-2-yl]-5-chloro-1H-indole-2-carboxamide trifluoroacetic acid salt (Method 4, 220 mg, 0.5 mmol), DIPEA (260 μL, 1.5 mmol) and bromoacetonitrile (37 μL, 0.55 mmol) in acetonitrile (5 mL) were heated in a microwave to 180° C. for 1 min. EtOAc (30 mL) was added and the mixture washed with water,(2×10 mL), brine (10 mL), dried (MgSO4) and evaporated. The residue was purified by column chromatography (EtOAc:Hexane 1:1) to afford the title compound (110 mg, 60%) as a whit... Starting materials: BrC1=C(C=C(C=C1)[C@H](C)N)C ((S)-1-(4-bromo-3-methyl-phenyl)-ethylamine), ClC(Cl)(OC(OC(Cl)(Cl)Cl)=O)Cl (triphosgene), C1(CC1)C1(CCN(C(O1)=O)[C@@H](C)C1=CC=C(C=C1)C1=CC(N(C=C1)C)=O)CC(C)(C)O (6-cyclopropyl-6-(2-hydroxy-2-methylpropyl)-3-((S)-1-(4-(1-methyl-2-oxo-1,2-dihydropyridin-4-yl)phenyl)ethyl)-1,3-oxazinan-2-one). Run in CO (MeOH). Yields the product BrC1=C(C=C(C=C1)[C@H](C)N=C=O)C ((S)-1-Bromo-4-(1-isocyanato-ethyl)-2-methyl-benzene). As a reaction SMILES: [Br:1][C:2]1[CH:7]=[CH:6][C:5]([C@@H:8]([NH2:10])[CH3:9])=[CH:4][C:3]=1[CH3:11].Cl[C:13](Cl)([O:15]C(=O)OC(Cl)(Cl)Cl)Cl.C1(C2(CC(O)(C)C)OC(=O)N([C@H](C3C=CC(C4C=CN(C)C(=O)C=4)=CC=3)C)CC2)CC1>CO>[Br:1][C:2]1[CH:7]=[CH:6][C:5]([C@@H:8]([N:10]=[C:13]=[O:15])[CH3:9])=[CH:4][C:3]=1[CH3:11]. Procedure details: The title compound was prepared from (S)-1-(4-bromo-3-methyl-phenyl)-ethylamine and triphosgene following a procedure analogous to that described in Step 4 of Intermediate 1. Mass spectrum (ESI+): m/z=272/274 (Br) [M+H+MeOH]+. The reactants are CS(=O)(=O)c1nnc(-c2ccc3ncn(-c4ccc(OC(F)(F)F)cc4)c3c2)o1, C[O-], CN(C)C=O, CCOC(C)=O, [Na+]. The product is COc1nnc(-c2ccc3ncn(-c4ccc(OC(F)(F)F)cc4)c3c2)o1. As a reaction SMILES: [CH3:1][S:2](=[O:3])(=[O:4])[c:5]1[n:6][n:7][c:8](-[c:10]2[cH:11][cH:12][c:13]3[c:14]([n:15](-[c:18]4[cH:19][cH:20][c:21]([O:24][C:25]([F:26])([F:27])[F:28])[cH:22][cH:23]4)[cH:16][n:17]3)[cH:29]2)[o:9]1.[CH3:30][O-:31].[CH3:33][N:34]([CH3:35])[CH:36]=[O:37].[CH3:38][CH2:39][O:40][C:41](=[O:42])[CH3:43].[Na+:32]>>[c:5]1([O:31][CH3:30])[n:6][n:7][c:8](-[c:10]2[cH:11][cH:12][c:13]3[c:14]([n:15](-[c:18]4[cH:19][cH:20][c:21]([O:24][C:25]([F:26])([F:27])[F:28])[cH:22][cH:23]4)[cH:16][n:17]3)[cH:29]2)[o:9]1. Reactants: O=[N+]([O-])c1ccc(-c2ccc(S(=O)(=O)NCc3ccccc3)cc2)cc1, CN(C)C=O, O, O, Cl[Sn]Cl. The product is Nc1ccc(-c2ccc(S(=O)(=O)NCc3ccccc3)cc2)cc1. Reaction SMILES: [CH2:6]([c:7]1[cH:8][cH:9][cH:10][cH:11][cH:12]1)[NH:13][S:14](=[O:15])(=[O:16])[c:17]1[cH:18][cH:19][c:20](-[c:23]2[cH:24][cH:25][c:26]([N+:29]([O-:30])=[O:31])[cH:27][cH:28]2)[cH:21][cH:22]1.[O:32]=[CH:33][N:34]([CH3:35])[CH3:36].[OH2:1].[OH2:2].[Sn:3]([Cl:4])[Cl:5]>>[CH2:6]([c:7]1[cH:8][cH:9][cH:10][cH:11][cH:12]1)[NH:13][S:14](=[O:15])(=[O:16])[c:17]1[cH:18][cH:19][c:20](-[c:23]2[cH:24][cH:25][c:26]([NH2:29])[cH:27][cH:28]2)[cH:21][cH:22]1. The reactants are O=C1CCC(=O)N1Br, ClC(Cl)(Cl)Cl, Cc1nn(-c2ccccn2)c2nc3ccccc3c(Cl)c12, CC(C)(C#N)N=NC(C)(C)C#N. Product: Clc1c2ccccc2nc2c1c(CBr)nn2-c1ccccn1. RXN SMILES: [Br:22][N:23]1[C:24](=[O:25])[CH2:26][CH2:27][C:28]1=[O:29].[C:42]([Cl:43])([Cl:44])([Cl:45])[Cl:46].[Cl:1][c:2]1[c:3]2[c:4]([n:5][c:6]3[cH:7][cH:8][cH:9][cH:10][c:11]13)[n:12](-[c:16]1[n:17][cH:18][cH:19][cH:20][cH:21]1)[n:13][c:14]2[CH3:15].[N:30]([C:31]([CH3:32])([CH3:33])[C:34]#[N:35])=[N:36][C:37]([CH3:38])([CH3:39])[C:40]#[N:41]>>[Cl:1][c:2]1[c:3]2[c:4]([n:5][c:6]3[cH:7][cH:8][cH:9][cH:10][c:11]13)[n:12](-[c:16]1[n:17][cH:18][cH:19][cH:20][cH:21]1)[n:13][c:14]2[CH2:15][Br:22]. Run in O1CCOCC1 (dioxane). Yield: 76.1%. Reaction SMILES: [CH3:1][O:2][C:3]1[CH:8]=[CH:7][C:6]([C:9](O)=[CH:10][C:11]2[N:20]=[CH:19][CH:18]=[CH:17][C:12]=2[C:13]([NH:15]C)=[O:14])=[CH:5][CH:4]=1.N>O1CCOCC1>[CH3:1][O:2][C:3]1[CH:8]=[CH:7][C:6]([C:9]2[NH:15][C:13](=[O:14])[C:12]3[CH:17]=[CH:18][CH:19]=[N:20][C:11]=3[CH:10]=2)=[CH:5][CH:4]=1. Reported procedure: 2-[2-(4-Methoxyphenyl)-2-hydroxyethenyl]-N-methylnicotinamide (2.509 g) was added to a 29% aqueous solution of ammonia (100 ml) and dioxane (50 ml), which was then heated in a sealed tube at 1700° C. overnight. After cooling as it was, the resulting insoluble matters were collected by filtration, to give the title compound as a dark green solid (1.694 g, yield; 73%) Conditions: temperature 1700 celsius. Reactants: COC1=CC=C(C=C1)C(=CC1=C(C(=O)NC)C=CC=N1)O (2-[2-(4-Methoxyphenyl)-2-hydroxyethenyl]-N-methylnicotinamide), aqueous solution, N (ammonia). The product is COC1=CC=C(C=C1)C=1NC(C=2C=CC=NC2C1)=O (7-(4-Methoxyphenyl)-1,6-naphthyridin-5-(6H)-one). Reactants: CS(=O)(=O)Cl, CCN(C(C)C)C(C)C, ClCCl, COc1ccccc1N(C)C(=O)c1cc(-c2cnc(C(F)(F)F)cc2C#N)c(Cl)cc1OCCN. Yields the product COc1ccccc1N(C)C(=O)c1cc(-c2cnc(C(F)(F)F)cc2C#N)c(Cl)cc1OCCNS(C)(=O)=O. RXN SMILES: [CH3:36][S:37](=[O:38])(=[O:39])[Cl:40].[CH:41]([N:42]([CH2:43][CH3:44])[CH:45]([CH3:46])[CH3:47])([CH3:48])[CH3:49].[Cl:50][CH2:51][Cl:52].[NH2:1][CH2:2][CH2:3][O:4][c:5]1[c:6]([C:7](=[O:8])[N:9]([CH3:10])[c:11]2[c:12]([O:17][CH3:18])[cH:13][cH:14][cH:15][cH:16]2)[cH:19][c:20](-[c:24]2[cH:25][n:26][c:27]([C:32]([F:33])([F:34])[F:35])[cH:28][c:29]2[C:30]#[N:31])[c:21]([Cl:23])[cH:22]1>>[NH:1]([CH2:2][CH2:3][O:4][c:5]1[c:6]([C:7](=[O:8])[N:9]([CH3:10])[c:11]2[c:12]([O:17][CH3:18])[cH:13][cH:14][cH:15][cH:16]2)[cH:19][c:20](-[c:24]2[cH:25][n:26][c:27]([C:32]([F:33])([F:34])[F:35])[cH:28][c:29]2[C:30]#[N:31])[c:21]([Cl:23])[cH:22]1)[S:37]([CH3:36])(=[O:38])=[O:39]. Starting materials: CN(C)c1ccc(Br)c(C(=O)O)c1, O=C([O-])[O-], [NH4+], [NH4+], CN(C)C=O, O. Product: CN(C)c1ccc(Br)c(C(N)=O)c1. As a reaction SMILES: [Br:1][c:2]1[c:3]([C:4](=[O:5])[OH:6])[cH:7][c:8]([N:11]([CH3:12])[CH3:13])[cH:9][cH:10]1.[C:14](=[O:15])([O-:16])[O-:17].[NH4+:18].[NH4+:19].[O:21]=[CH:22][N:23]([CH3:24])[CH3:25].[OH2:20]>>[Br:1][c:2]1[c:3]([C:4](=[O:5])[NH2:18])[cH:7][c:8]([N:11]([CH3:12])[CH3:13])[cH:9][cH:10]1. Starting materials: O=C(Cl)c1ccccc1, O=C([O-])O, [Na+], O, Cc1csc(=S)n1O. Product: Cc1csc(=S)n1OC(=O)c1ccccc1. RXN SMILES: [C:14]([c:15]1[cH:16][cH:17][cH:18][cH:19][cH:20]1)(=[O:21])[Cl:22].[C:9](=[O:10])([O-:11])[OH:12].[Na+:13].[OH2:23].[OH:1][n:2]1[c:3](=[S:8])[s:4][cH:5][c:6]1[CH3:7]>>[O:1]([n:2]1[c:3](=[S:8])[s:4][cH:5][c:6]1[CH3:7])[C:14]([c:15]1[cH:16][cH:17][cH:18][cH:19][cH:20]1)=[O:21].